describe an organic reaction: reactants, conditions, products, and yield From a dataset of the Open Reaction Database (ORD), a public repository of structured organic reaction records. Reactants: C(CCC)C1(C(C2=CC=C(C(=C2C1)Cl)OC)=O)CCC(CC)=O (2-butyl-4-chloro-5-methoxy-2-(3-oxo-pentyl)-1-indanone). The solvent is C(C)(=O)O (acetic acid), Cl (HCl), CCOC(=O)C (EtOAc). Conditions: temperature 90 celsius, time 2 day. Yields the product C(CCC)C12CC3=C(C(=CC=C3C2=C(C(CC1)=O)C)OC)Cl (9a-butyl-8-chloro-7-methoxy-4-methyl-1,2,9,9a-tetrahydro-3H-fluoren-3-one). Isolated yield 60.6%. RXN SMILES: [CH2:1]([C:5]1([CH2:18][CH2:19][C:20](=[O:23])[CH2:21][CH3:22])[CH2:13][C:12]2[C:7](=[CH:8][CH:9]=[C:10]([O:15][CH3:16])[C:11]=2[Cl:14])[C:6]1=O)[CH2:2][CH2:3][CH3:4]>C(O)(=O)C.Cl.CCOC(C)=O>[CH2:1]([C:5]12[CH2:18][CH2:19][C:20](=[O:23])[C:21]([CH3:22])=[C:6]1[C:7]1[C:12](=[C:11]([Cl:14])[C:10]([O:15][CH3:16])=[CH:9][CH:8]=1)[CH2:13]2)[CH2:2][CH2:3][CH3:4]. Reported procedure: A solution of 2-butyl-4-chloro-5-methoxy-2-(3-oxo-pentyl)-1-indanone (250 mg, 0.74 mmol) in acetic acid (2 mL) was diluted with 6N aqueous HCl (2 mL). The resulting mixture was stirred and heated in an oil bath at 90° C. for 18 hours, then kept at room temperature for 2 days. The mixture was diluted with EtOAc (20 mL), washed with water (30 mL), 5% NaHCO3 (10 mL) and brine (5 mL), dried over MgSO4, filtered, and evaporated under vacuum to an oil (250 mg). The crude product was purified by prepar... Starting materials: O=C(O)c1cccc(S(=O)(=O)Cl)c1, ClCCl, NC1CCCCC1. Yields the product O=C(O)c1cccc(S(=O)(=O)NC2CCCCC2)c1. As a reaction SMILES: [Cl:1][S:2](=[O:3])(=[O:4])[c:5]1[cH:6][c:7]([C:8](=[O:9])[OH:10])[cH:11][cH:12][cH:13]1.[Cl:21][CH2:22][Cl:23].[NH2:14][CH:15]1[CH2:16][CH2:17][CH2:18][CH2:19][CH2:20]1>>[S:2](=[O:3])(=[O:4])([c:5]1[cH:6][c:7]([C:8](=[O:9])[OH:10])[cH:11][cH:12][cH:13]1)[NH:14][CH:15]1[CH2:16][CH2:17][CH2:18][CH2:19][CH2:20]1. The reactants are C1(=CC=CC2=CC=CC=C12)S(=O)(=O)[O-].[Na+] (sodium α-naphthalenesulfonate), ice water, P(=O)(Cl)(Cl)Cl (phosphorus oxychloride), O (water). Run in C(C)#N (acetonitrile), CC(=O)N(C)C (dimethylacetamide). Run at temperature 30 celsius. Yields the product C1(=CC=CC2=CC=CC=C12)S(=O)(=O)Cl (1-naphthalenesulfonyl chloride). RXN SMILES: [C:1]1([S:11]([O-:14])(=O)=[O:12])[C:10]2[C:5](=[CH:6][CH:7]=[CH:8][CH:9]=2)[CH:4]=[CH:3][CH:2]=1.[Na+].P(Cl)(Cl)([Cl:18])=O.O>C(#N)C.CC(N(C)C)=O>[C:1]1([S:11]([Cl:18])(=[O:14])=[O:12])[C:10]2[C:5](=[CH:6][CH:7]=[CH:8][CH:9]=2)[CH:4]=[CH:3][CH:2]=1 |f:0.1|. Procedure: 133 g of sodium α-naphthalenesulfonate was suspended in a mixture of 260 ml of acetonitrile and 7 ml of dimethylacetamide. 80 ml of phosphorus oxychloride was added dropwise to the suspension while being cooled with water at a temperature of lower than 50° C. After the dropwise addition was completed, the reaction system was further reacted at a temperature of 65° C. for 1 hour. After cooled to 30° C., the reaction mixture was poured into 2 l of ice water. The resulting grayish white crystal was... Reactants: N(=O)[O-].[Na+] (sodium nitrite), COC=1C=C(C=CC1OC)C(C=CC(=O)OCC)=O (ethyl 4-(3,4-dimethoxyphenyl)-4-oxo-2-butenoate), Cl (hydrochloric acid), [N-]=[N+]=[N-].[Na+] (sodium azide), COC=1C=C(C=CC1OC)C(C=CC(=O)OCC)=O (ethyl 4-(3,4-dimethoxyphenyl)-4-oxo-2-butenoate). The reagents and catalysts are [Fe](Cl)(Cl)Cl (Iron(III) chloride). The solvent is O (water), CN(C=O)C (N,N-dimethylformamide), CN(C=O)C (N,N-dimethylformamide). Reaction conditions: time 3 hour. Product: COC=1C=C(C(=O)C2=C(N=NN2)C(=O)OCC)C=CC1OC (ethyl 5-(3,4-dimethoxybenzoyl)-1H-1,2,3-triazole-4-carboxylate). Yield: 175.9%. As a reaction SMILES: [N-:1]=[N+:2]=[N-:3].[Na+].[CH3:5][O:6][C:7]1[CH:8]=[C:9]([C:15](=[O:23])[CH:16]=[CH:17][C:18]([O:20][CH2:21][CH3:22])=[O:19])[CH:10]=[CH:11][C:12]=1[O:13][CH3:14].N([O-])=O.[Na+].Cl>CN(C)C=O.[Fe](Cl)(Cl)Cl.O>[CH3:5][O:6][C:7]1[CH:8]=[C:9]([CH:10]=[CH:11][C:12]=1[O:13][CH3:14])[C:15]([C:16]1[NH:3][N:2]=[N:1][C:17]=1[C:18]([O:20][CH2:21][CH3:22])=[O:19])=[O:23] |f:0.1,3.4|. Procedure details: Iron(III) chloride (309 mg, 1.90 mmol) was added at room temperature to a solution (37.5 mL) of sodium azide (1.84 g, 28.3 mmol) in N,N-dimethylformamide. A solution (25 mL) of ethyl 4-(3,4-dimethoxyphenyl)-4-oxo-2-butenoate (2.50 g, 9.46 mmol) in N,N-dimethylformamide was then added to the mixture at 5° C. under an oxygen atmosphere. The temperature of the reaction solution was raised to room temperature before the reaction solution was stirred for 3 hr. Thereafter, ethyl 4-(3,4-dimethoxyphenyl... Reactants: O=C[C@H](O)[C@@H](O)[C@H](O)[C@H](O)CO (Glucose), C(=O)(O)C1=C(C=CC=C1)B(O)O (2-carboxyphenylboronic acid), C1(=CC=CC=C1)B(O)O (phenylboronic acid), MgO, CCN1C=C[N+](=C1)C.[Cl-] ([EMIM]Cl). The solvent is CC(=O)N(C)C (DMA). Conditions: temperature 120 celsius. Product: OCC(=O)[C@@H](O)[C@H](O)[C@H](O)CO (Fructose). Reaction SMILES: [O:1]=[CH:2][C@@H:3]([C@H:5]([C@@H:7]([C@@H:9]([CH2:11][OH:12])[OH:10])[OH:8])[OH:6])[OH:4].C(C1C=CC=CC=1B(O)O)(O)=O.C1(B(O)O)C=CC=CC=1.CCN1C=[N+](C)C=C1.[Cl-]>CC(N(C)C)=O>[OH:1][CH2:2][C:3]([C@H:5]([C@@H:7]([C@@H:9]([CH2:11][OH:12])[OH:10])[OH:8])[OH:6])=[O:4] |f:3.4|. Reported procedure: Glucose (49.5 mg, 275 μmol), 2-carboxyphenylboronic acid (45.9 mg, 277 μmol) or other phenylboronic acid (as indicated) and MgO (36.6 mg, 908 μmol) were mixed in DMA or [EMIM]Cl (500 mg). The reaction mixture was heated at 120° C. for 4 h. At 1-h intervals, aliquots of the reaction mixture were removed for analysis by HPLC.